From a dataset of the Open Reaction Database (ORD), a public repository of structured organic reaction records. describe an organic reaction: reactants, conditions, products, and yield The reactants are ClCCl, O=S(Cl)Cl, CCCCn1cccc(COc2nc3ccccc3o2)c1=O. Yields the product CCCCn1cccc(CCl)c1=O. As a reaction SMILES: [CH2:27]([Cl:28])[Cl:29].[S:23]([Cl:24])([Cl:25])=[O:26].[o:1]1[c:2]2[cH:3][cH:4][cH:5][cH:6][c:7]2[n:8][c:9]1[O:10][CH2:11][c:12]1[c:13](=[O:22])[n:14]([CH2:18][CH2:19][CH2:20][CH3:21])[cH:15][cH:16][cH:17]1>>[CH2:11]([c:12]1[c:13](=[O:22])[n:14]([CH2:18][CH2:19][CH2:20][CH3:21])[cH:15][cH:16][cH:17]1)[Cl:25]. Starting materials: Cl (hydrochloric acid), NC1=C(C(N(C(N1CCC)=O)CC(C)=O)=O)NC(=O)C12CC3CC2CC(C1)C3 (6-amino-3-(2-oxopropyl)-1-propyl-5-(3-tricyclo[3.3.1.03,7 ]nonylcarbonyl-amino)uracil), [OH-].[Ca+2].[OH-] (calcium hydroxide), C(C)O (ethanol). Solvent: O (water). Yields the product O=C(CN1C(=O)N(C=2N=C(NC2C1=O)C12CC3CC2CC(C1)C3)CCC)C (1-(2-Oxopropyl)-8-(3-tricyclo[3.3.1.03,7 ] nonyl)-3-propylxanthine). The yield is 53.9%. RXN SMILES: [NH2:1][C:2]1[N:7]([CH2:8][CH2:9][CH3:10])[C:6](=[O:11])[N:5]([CH2:12][C:13](=[O:15])[CH3:14])[C:4](=[O:16])[C:3]=1[NH:17][C:18]([C:20]12[CH2:27][CH:26]3[CH2:28][CH:22]([CH2:23][CH:24]1[CH2:25]3)[CH2:21]2)=O.[OH-].[Ca+2].[OH-].C(O)C.Cl>O>[O:15]=[C:13]([CH3:14])[CH2:12][N:5]1[C:4](=[O:16])[C:3]2[NH:17][C:18]([C:20]34[CH2:27][CH:26]5[CH2:28][CH:22]([CH2:23][CH:24]3[CH2:25]5)[CH2:21]4)=[N:1][C:2]=2[N:7]([CH2:8][CH2:9][CH3:10])[C:6]1=[O:11] |f:1.2.3|. Procedure: A suspension of Compound B (1.70 g, 4.38 mmol) and calcium hydroxide (2.27 g, 30.7 mmol) in water (30 ml) -ethanol (22 ml) was refluxed under heating for 30 minutes. After cooling, the reaction solution was adjusted to pH 2 with concentrated hydrochloric acid, and then extracted three times with chloroform. The extract was washed with saturated saline and dried over anhydrous magnesium sulfate, and the solvent was distilled off under reduced pressure. The obtained crude product was recrystallize... Starting materials: C1CCOC1, COC(=O)c1cc(OC)cc(SC(=O)N(C)C)c1, Cl. The product is COC(=O)c1cc(S)cc(OC)c1. As a reaction SMILES: [CH2:20]1[O:21][CH2:22][CH2:23][CH2:24]1.[CH3:1][O:2][C:3]([c:4]1[cH:5][c:6]([S:12][C:13](=[O:14])[N:15]([CH3:16])[CH3:17])[cH:7][c:8]([O:10][CH3:11])[cH:9]1)=[O:18].[ClH:19]>>[CH3:1][O:2][C:3]([c:4]1[cH:5][c:6]([SH:12])[cH:7][c:8]([O:10][CH3:11])[cH:9]1)=[O:18]. Reactants: NC1=C2NC(N(C2=NC=N1)C=1C=C(C=CC1)N(C(OC(C)(C)C)=O)C)=O (tert-butyl 3-(6-amino-8-oxo-7H-purin-9(8H)-yl)phenyl(methyl)carbamate), O(C1=CC=CC=C1)C1=CC=C(C=C1)B(O)O (4-phenoxyphenylboronic acid), N1=CC=CC=C1 (pyridine). The reagents and catalysts are CC(=O)[O-].CC(=O)[O-].[Cu+2] (Cu(OAc)2). The solvent is CN(C)C=O (DMF). Run at temperature 37 celsius. Product: NC1=C2N(C(N(C2=NC=N1)C=1C=C(C=CC1)N(C(OC(C)(C)C)=O)C)=O)C1=CC=C(C=C1)OC1=CC=CC=C1 (tert-butyl 3-(6-amino-8-oxo-7-(4-phenoxyphenyl)-7H-purin-9(8H)-yl)phenyl(methyl)carbamate), ( 31 ). Isolated yield 51.0%. RXN SMILES: [NH2:1][C:2]1[N:10]=[CH:9][N:8]=[C:7]2[C:3]=1[NH:4][C:5](=[O:26])[N:6]2[C:11]1[CH:12]=[C:13]([N:17]([CH3:25])[C:18](=[O:24])[O:19][C:20]([CH3:23])([CH3:22])[CH3:21])[CH:14]=[CH:15][CH:16]=1.[O:27]([C:34]1[CH:39]=[CH:38][C:37](B(O)O)=[CH:36][CH:35]=1)[C:28]1[CH:33]=[CH:32][CH:31]=[CH:30][CH:29]=1.N1C=CC=CC=1>CN(C=O)C.CC([O-])=O.CC([O-])=O.[Cu+2]>[NH2:1][C:2]1[N:10]=[CH:9][N:8]=[C:7]2[C:3]=1[N:4]([C:37]1[CH:38]=[CH:39][C:34]([O:27][C:28]3[CH:33]=[CH:32][CH:31]=[CH:30][CH:29]=3)=[CH:35][CH:36]=1)[C:5](=[O:26])[N:6]2[C:11]1[CH:12]=[C:13]([N:17]([CH3:25])[C:18](=[O:24])[O:19][C:20]([CH3:22])([CH3:23])[CH3:21])[CH:14]=[CH:15][CH:16]=1 |f:4.5.6|. Procedure: To a mixture of tert-butyl 3-(6-amino-8-oxo-7H-purin-9(8H)-yl)phenyl(methyl)carbamate (24) (600 mg, 1.68 mmol) and 4 A MS (800 mg) in dry DMF (10 mL) were added 4-phenoxyphenylboronic acid (1.08 g, 5.06 mmol), Cu(OAc)2 (307 mg, 1.68 mmol) and pyridine (1 mL). The reaction mixture was heated to 37° C. overnight under O2 atmosphere, and filtered through a Celite pad. The filtrate was diluted with water (30 mL), extracted with EtOAc (10 mL×3). The combined organic layer was washed with water and br... Reactants: C(C)(=O)NCC(C)(C)C1=CC2=C(N=C(N2)C2=CC=C(C=C2)C)C=C1 (5-(2-Acetamidomethyl-propan-2-yl)-2-(4-methylphenyl)benzimidazole), Cl (hydrochloric acid). The solvent is C(C)O (ethanol). Yields the product NCC(C)(C)C1=CC2=C(N=C(N2)C2=CC=C(C=C2)C)C=C1 (5-(2-Aminomethylpropan-2-yl)-2-(4-methylphenyl)benzimidazole). Reaction SMILES: C([NH:4][CH2:5][C:6]([C:9]1[CH:24]=[CH:23][C:12]2[N:13]=[C:14]([C:16]3[CH:21]=[CH:20][C:19]([CH3:22])=[CH:18][CH:17]=3)[NH:15][C:11]=2[CH:10]=1)([CH3:8])[CH3:7])(=O)C.Cl>C(O)C>[NH2:4][CH2:5][C:6]([C:9]1[CH:24]=[CH:23][C:12]2[N:13]=[C:14]([C:16]3[CH:17]=[CH:18][C:19]([CH3:22])=[CH:20][CH:21]=3)[NH:15][C:11]=2[CH:10]=1)([CH3:8])[CH3:7]. Procedure details: 1.45 g. of the compound prepared in Example 26 is boiled under reflux for 48 hours in 35 ml. ethanol and 35 ml. concentrated hydrochloric acid. The solvent is removed in a vacuum and the residue is dissolved in water and neutralised with 2N aqueous ammonia solution. The substance which precipitates out is filtered off with suction. There is obtained 1.1 g. of the title compound; m.p. 45°-48° C.